Task: describe an organic reaction: reactants, conditions, products, and yield. Dataset: the Open Reaction Database (ORD), a public repository of structured organic reaction records The reactants are BrC(=CC1=C2C=CN(C2=C(C=C1C)C)S(=O)(=O)C1=CC=C(C)C=C1)Br (4-(2,2-dibromovinyl)-5,7-dimethyl-1-tosyl-1H-indole), NC=1C=C(C#N)C=CC1N (3,4-diaminobenzonitrile), C1CN2CCN1CC2 (DABCO). Run in CN1CCCC1=O (NMP). Product: CC=1C(=C2C=CN(C2=C(C1)C)S(=O)(=O)C1=CC=C(C)C=C1)CC1=NC2=C(N1)C=CC(=C2)C#N (2-((5,7-dimethyl-1-tosyl-1H-indol-4-yl)methyl)-1H-benzo[d]imidazole-5-carbonitrile). As a reaction SMILES: Br[C:2](Br)=[CH:3][C:4]1[C:12]([CH3:13])=[CH:11][C:10]([CH3:14])=[C:9]2[C:5]=1[CH:6]=[CH:7][N:8]2[S:15]([C:18]1[CH:24]=[CH:23][C:21]([CH3:22])=[CH:20][CH:19]=1)(=[O:17])=[O:16].[NH2:26][C:27]1[CH:28]=[C:29]([CH:32]=[CH:33][C:34]=1[NH2:35])[C:30]#[N:31].C1N2CCN(CC2)C1>CN1C(=O)CCC1>[CH3:13][C:12]1[C:4]([CH2:3][C:2]2[NH:35][C:34]3[CH:33]=[CH:32][C:29]([C:30]#[N:31])=[CH:28][C:27]=3[N:26]=2)=[C:5]2[C:9](=[C:10]([CH3:14])[CH:11]=1)[N:8]([S:15]([C:18]1[CH:24]=[CH:23][C:21]([CH3:22])=[CH:20][CH:19]=1)(=[O:16])=[O:17])[CH:7]=[CH:6]2. Procedure details: A solution of 4-(2,2-dibromovinyl)-5,7-dimethyl-1-tosyl-1H-indole (130 mg, 0.269 mmol), 3,4-diaminobenzonitrile (46.6 mg, 0.350 mmol), and DABCO (75 mg, 0.673 mmol) in NMP (0.5 mL) was stirred at 100° C. for 19 h. The reaction mixture was cooled to room temperature. The reaction mixture was concentrated and purified by silica gel flash column chromatography (heptanes/EtOAc=1/3 to 0/1) to give the title compound. MS (ESI+) m/z 455.2 (M+H). The reactants are NC1=CC=C2C(=N1)C(=CN2)C2CCN(CC2)C (5-amino-3-(1-methylpiperidin-4-yl)pyrrolo[3,2-b]pyridine), COC=1C=C(C(=O)Cl)C=CC1 (3-methoxybenzoyl chloride). The product is COC=1C=C(C(=O)NC2=CC=C3C(=N2)C(=CN3)C3CCN(CC3)C)C=CC1 (5-(N-[3-methoxybenzoyl]amino)-3-(1-methylpiperidin-4-yl)pyrrolo[3,2-b]pyridine). Isolated yield 99.8%. Reaction SMILES: [NH2:1][C:2]1[N:7]=[C:6]2[C:8]([CH:11]3[CH2:16][CH2:15][N:14]([CH3:17])[CH2:13][CH2:12]3)=[CH:9][NH:10][C:5]2=[CH:4][CH:3]=1.[CH3:18][O:19][C:20]1[CH:21]=[C:22]([CH:26]=[CH:27][CH:28]=1)[C:23](Cl)=[O:24]>>[CH3:18][O:19][C:20]1[CH:21]=[C:22]([CH:26]=[CH:27][CH:28]=1)[C:23]([NH:1][C:2]1[N:7]=[C:6]2[C:8]([CH:11]3[CH2:16][CH2:15][N:14]([CH3:17])[CH2:13][CH2:12]3)=[CH:9][NH:10][C:5]2=[CH:4][CH:3]=1)=[O:24]. Procedure details: Beginning with 0.010 gm (0.044 mMol) 5-amino-3-(1-methylpiperidin-4-yl)pyrrolo[3,2-b]pyridine and 0.004 mL (0.058 mMol) 3-methoxybenzoyl chloride, 0.016 gm (98%) of the title compound were prepared essentially by the procedure described in Example 7.